Dataset: the Open Reaction Database (ORD), a public repository of structured organic reaction records. Task: describe an organic reaction: reactants, conditions, products, and yield The reactants are CN1CCN(CC1)CC1=C(C=C(C(=O)OCC)C=C1)C(F)(F)F (ethyl 4-((4-methylpiperazin-1-yl)methyl)-3-(trifluoromethyl)benzoate), [OH-].[Na+] (sodium hydroxide). The solvent is O.CO (water methanol). Reaction conditions: time 5 hour. Product: CN1CCN(CC1)CC1=C(C=C(C(=O)O)C=C1)C(F)(F)F (4-((4-methylpiperazin-1-yl)methyl)-3-(trifluoromethyl)benzoic acid). RXN SMILES: [CH3:1][N:2]1[CH2:7][CH2:6][N:5]([CH2:8][C:9]2[CH:19]=[CH:18][C:12]([C:13]([O:15]CC)=[O:14])=[CH:11][C:10]=2[C:20]([F:23])([F:22])[F:21])[CH2:4][CH2:3]1.[OH-].[Na+]>O.CO>[CH3:1][N:2]1[CH2:7][CH2:6][N:5]([CH2:8][C:9]2[CH:19]=[CH:18][C:12]([C:13]([OH:15])=[O:14])=[CH:11][C:10]=2[C:20]([F:23])([F:21])[F:22])[CH2:4][CH2:3]1 |f:1.2,3.4|. Reported procedure: A mixture of ethyl 4-((4-methylpiperazin-1-yl)methyl)-3-(trifluoromethyl)benzoate (330 mg, 0.96 mmol) and sodium hydroxide solution (1.5 M) in water/methanol (15/5 mL) were stirred at room temperature for 5 hours. The mixture was concentrated and acidified with aqueous hydrochloric acid until a white solid formed. The mixture was lyophilized to give a white solid (600 mg, contains salt). Reactants: CCOC(C)OC(CCl)COC(C)=O, [Na+], [OH-], O. The product is CCOC(C)OC1COC1. RXN SMILES: [C:1](=[O:3])([O:4][CH2:5][CH:6]([CH2:7][Cl:2])[O:9][CH:10]([CH3:11])[O:12][CH2:13][CH3:14])[CH3:8].[Na+:16].[OH-:15].[OH2:17]>>[O:4]1[CH2:5][CH:6]([O:9][CH:10]([CH3:11])[O:12][CH2:13][CH3:14])[CH2:7]1.